This data is from the Open Reaction Database (ORD), a public repository of structured organic reaction records. The task is: describe an organic reaction: reactants, conditions, products, and yield Starting materials: CC1=CC(=C(C=C1)NC(=O)C(C(=O)C)N=NC2=C(C=C(C=C2)C3=CC(=C(C=C3)N=NC(C(=O)C)C(=O)NC4=C(C=C(C=C4)C)C)Cl)Cl)C (C.I. Pigment Yellow 13), ClC=1C=C(C=CC1N)C1=CC(=C(N)C=C1)Cl (3,3'-dichlorobenzidine), acetoacet-2-methylanilide. Product: CC1=CC=CC=C1NC(=O)C(C(=O)C)N=NC2=C(C=C(C=C2)C3=CC(=C(C=C3)N=NC(C(=O)C)C(=O)NC4=CC=CC=C4C)Cl)Cl (C.I. Pigment Yellow 14). Reaction SMILES: C[C:2]1[CH:7]=[CH:6][C:5]([NH:8][C:9]([CH:11]([N:15]=[N:16][C:17]2[CH:22]=[CH:21][C:20]([C:23]3[CH:28]=[CH:27][C:26]([N:29]=[N:30][CH:31]([C:35]([NH:37][C:38]4[CH:43]=[CH:42][C:41](C)=[CH:40][C:39]=4[CH3:45])=[O:36])[C:32]([CH3:34])=[O:33])=[C:25]([Cl:46])[CH:24]=3)=[CH:19][C:18]=2[Cl:47])[C:12]([CH3:14])=[O:13])=[O:10])=[C:4]([CH3:48])[CH:3]=1.ClC1C=C(C2C=CC(N)=C(Cl)C=2)C=CC=1N>>[CH3:45][C:39]1[C:38]([NH:37][C:35]([CH:31]([N:30]=[N:29][C:26]2[CH:27]=[CH:28][C:23]([C:20]3[CH:21]=[CH:22][C:17]([N:16]=[N:15][CH:11]([C:9]([NH:8][C:5]4[C:4]([CH3:48])=[CH:3][CH:2]=[CH:7][CH:6]=4)=[O:10])[C:12]([CH3:14])=[O:13])=[C:18]([Cl:47])[CH:19]=3)=[CH:24][C:25]=2[Cl:46])[C:32]([CH3:34])=[O:33])=[O:36])=[CH:43][CH:42]=[CH:41][CH:40]=1. Procedure details: The pigment suspension was prepared similarly to C.I. Pigment Yellow 13 by coupling 77 g of tetrazotized 3,3'-dichlorobenzidine (42 g of sodium nitrite) with 112 g of acetoacet-2-methylanilide. Starting materials: C1(CC1)N1C=C(C(C2=CC(=C(C(=C12)F)F)F)=O)C(=O)O (1-cyclopropyl-6,7,8-trifluoro-1,4-dihydro-4-oxoquinoline-3-carboxylic acid), Cl.C(=O)(O)C=1N=NN(C1)C1CNCC1 (3-(4-carboxy-1,2,3-triazol-1-yl)pyrrolidine hydrochloride), [N+](=[N-])=C1C(CCCCCCCCC1)C1CCCCCCCCCC1 (diazobicycloundecane). Solvent: C(C)#N (acetonitrile). Product: C1(CC1)N1C=C(C(C2=CC(=C(C(=C12)F)N1CC(CC1)N1N=NC(=C1)C(=O)O)F)=O)C(=O)O (1-Cyclopropyl-6,8-difluoro-7-[3-(4-carboxy-1,2,3-triazol -1-yl]pyrrolidin-1-yl]-1,4-dihydro-4-oxoquinoline-3-carboxylic acid). As a reaction SMILES: [CH:1]1([N:4]2[C:13]3[C:8](=[CH:9][C:10]([F:16])=[C:11](F)[C:12]=3[F:14])[C:7](=[O:17])[C:6]([C:18]([OH:20])=[O:19])=[CH:5]2)[CH2:3][CH2:2]1.Cl.[C:22]([C:25]1[N:26]=[N:27][N:28]([CH:30]2[CH2:34][CH2:33][NH:32][CH2:31]2)[CH:29]=1)([OH:24])=[O:23].[N+](=C1CCCCCCCCCC1C1CCCCCCCCCC1)=[N-]>C(#N)C>[CH:1]1([N:4]2[C:13]3[C:8](=[CH:9][C:10]([F:16])=[C:11]([N:32]4[CH2:33][CH2:34][CH:30]([N:28]5[CH:29]=[C:25]([C:22]([OH:24])=[O:23])[N:26]=[N:27]5)[CH2:31]4)[C:12]=3[F:14])[C:7](=[O:17])[C:6]([C:18]([OH:20])=[O:19])=[CH:5]2)[CH2:3][CH2:2]1 |f:1.2|. Procedure details: A mixture of 1-cyclopropyl-6,7,8-trifluoro-1,4-dihydro-4-oxoquinoline-3-carboxylic acid (140 mg, 0.49 mmol), 3-(4-carboxy-1,2,3-triazol-1-yl)pyrrolidine hydrochloride (269 mg, 1.23 mmol) and diazobicycloundecane (187 mg, 1.23 mmol) in acetonitrile (5 ml) was heated at 80°-90° C. for four days. The reaction mixture was concentrated, diluted with water (10 ml) and pH brought down to 4.0 using 1M HCl. The separated solid was filtered and washed with water and crystallized from MeOH/ether to yellow ...